This data is from the Open Reaction Database (ORD), a public repository of structured organic reaction records. The task is: describe an organic reaction: reactants, conditions, products, and yield The reactants are C(C(=O)O)(=O)O.FC(C1=CC=C(OC2CNCCC3=C2C=CC=C3)C=C1)(F)F (1-(p-trifluoromethylphenoxy)-2,3,4,5-tetrahydro-3-benzazepine oxalate), Cl.CN(CCCl)C (2-dimethylaminoethyl chloride hydrochloride), C([O-])(O)=O.[Na+] (sodium bicarbonate). Run in CN(C)C=O (DMF). Conditions: temperature 60 celsius, time 2 hour. Product: Cl.Cl.CN(CCN1C=CC2=C(C(=C1)OC1=CC=C(C=C1)C(F)(F)F)C=CC=C2)C (3-(2-dimethylaminoethyl)-1-(p-trifluoromethylphenoxy)-3-benzazepine dihydrochloride). RXN SMILES: C(O)(=O)C(O)=O.[F:7][C:8]([F:28])([F:27])[C:9]1[CH:26]=[CH:25][C:12]([O:13][CH:14]2[C:20]3[CH:21]=[CH:22][CH:23]=[CH:24][C:19]=3[CH2:18][CH2:17][NH:16][CH2:15]2)=[CH:11][CH:10]=1.[ClH:29].[CH3:30][N:31]([CH3:35])[CH2:32][CH2:33][Cl:34].C(=O)(O)[O-].[Na+]>CN(C=O)C>[ClH:34].[ClH:29].[CH3:30][N:31]([CH3:35])[CH2:32][CH2:33][N:16]1[CH:15]=[C:14]([O:13][C:12]2[CH:25]=[CH:26][C:9]([C:8]([F:7])([F:27])[F:28])=[CH:10][CH:11]=2)[C:20]2[CH:21]=[CH:22][CH:23]=[CH:24][C:19]=2[CH:18]=[CH:17]1 |f:0.1,2.3,4.5,7.8.9|. Procedure details: A mixture of 2,3,4,5-tetrahydro-1-(p-trifluoromethylphenoxy)-3-benzazepine of Example 1 (8.5 g, 0.028 mole), 2-dimethylaminoethyl chloride hydrochloride (6.5 g, 0.045 mole) and sodium bicarbonate (18 g, 0.021 mole) in DMF (125 ml) was stirred at 60° C. for two hours. The reaction mixture was concentrated to a slurry which was stirred with water and extracted with ethyl acetate-ether. The organic extracts were washed twice with water and dried (saturated NaCl, anhydrous MgSO4). The solution was f... The reactants are CC(=O)Oc1c2c(c3ccccc3c1OC(=O)C(C)(C)NC(=O)OC(C)(C)C)OC(C)(C)CC2, C1COCCO1, Cl. Product: Cl, CC(=O)Oc1c2c(c3ccccc3c1OC(=O)C(C)(C)N)OC(C)(C)CC2. Reaction SMILES: [C:1]([O:2][C:3](=[O:4])[NH:8][C:9]([CH3:10])([C:11](=[O:12])[O:13][c:14]1[c:15]([O:30][C:31]([CH3:32])=[O:33])[c:16]2[c:21]([c:22]3[c:23]1[cH:24][cH:25][cH:26][cH:27]3)[O:20][C:19]([CH3:28])([CH3:29])[CH2:18][CH2:17]2)[CH3:34])([CH3:5])([CH3:6])[CH3:7].[CH2:36]1[O:37][CH2:38][CH2:39][O:40][CH2:41]1.[ClH:35]>>[ClH:35].[NH2:8][C:9]([CH3:10])([C:11](=[O:12])[O:13][c:14]1[c:15]([O:30][C:31]([CH3:32])=[O:33])[c:16]2[c:21]([c:22]3[c:23]1[cH:24][cH:25][cH:26][cH:27]3)[O:20][C:19]([CH3:28])([CH3:29])[CH2:18][CH2:17]2)[CH3:34].